Task: describe an organic reaction: reactants, conditions, products, and yield. Dataset: the Open Reaction Database (ORD), a public repository of structured organic reaction records Reactants: OC1CC2CN(CC2CC1)C(=O)OC(C)(C)C (tert-butyl 5-hydroxyhexahydro-1H-isoindole-2(3H)-carboxylate). Run in C(Cl)Cl (DCM). Run at temperature 0 celsius, time 0.5 hour. Product: O=C1CC2CN(CC2CC1)C(=O)OC(C)(C)C (tert-butyl 5-oxohexahydro-1H-isoindole-2(3H)-carboxylate). The yield is 100.0%. Reaction SMILES: [OH:1][CH:2]1[CH2:10][CH2:9][CH:8]2[CH:4]([CH2:5][N:6]([C:11]([O:13][C:14]([CH3:17])([CH3:16])[CH3:15])=[O:12])[CH2:7]2)[CH2:3]1>C(Cl)Cl>[O:1]=[C:2]1[CH2:10][CH2:9][CH:8]2[CH:4]([CH2:5][N:6]([C:11]([O:13][C:14]([CH3:17])([CH3:16])[CH3:15])=[O:12])[CH2:7]2)[CH2:3]1. Reported procedure: To a solution of tert-butyl 5-hydroxyhexahydro-1H-isoindole-2(3H)-carboxylate (48.98 g, 203.0 mmol) in DCM (500 mL) at 0° C. was added DMP (103.31 g, 243.6 mmol) portionwise. After addition, the reaction mixture was stirred at 0° C. for 0.5 h and then moved to rt overnight, cooled down to 0° C. and washed with a mixture of NaHCO3/Na2S2O3 saturated solution (v/v, 1/1, 500 mL), then stirred at 0° C. for 0.5 h and filtered. The filter cake was washed with DCM (250 mL×3) and the filtrate was extract... Reactants: C=CCCC(=O)OCC, C1CCOC1, B1C2CCCC1CCC2, Cc1c(Cl)nc2ncccc2c1Cl, [K+], [K+], O=C([O-])[O-], CC(=O)[O-], CC(=O)[O-], CN(C)C=O, [Pd+2]. The product is CCOC(=O)CCCCc1nc2ncccc2c(Cl)c1C. Reaction SMILES: [C:1]([CH2:2][CH2:3][CH:4]=[CH2:5])(=[O:6])[O:7][CH2:8][CH3:9].[CH2:38]1[O:39][CH2:40][CH2:41][CH2:42]1.[CH:10]12[CH2:11][CH2:12][CH2:13][CH:14]([BH:15]1)[CH2:16][CH2:17][CH2:18]2.[Cl:25][c:26]1[n:27][c:28]2[n:29][cH:30][cH:31][cH:32][c:33]2[c:34]([Cl:37])[c:35]1[CH3:36].[K+:19].[K+:20].[O-:21][C:22]([O-:23])=[O:24].[O-:44][C:45]([CH3:46])=[O:47].[O-:48][C:49]([CH3:50])=[O:51].[O:52]=[CH:53][N:54]([CH3:55])[CH3:56].[Pd+2:43]>>[C:1]([CH2:2][CH2:3][CH2:4][CH2:5][c:26]1[n:27][c:28]2[n:29][cH:30][cH:31][cH:32][c:33]2[c:34]([Cl:37])[c:35]1[CH3:36])(=[O:6])[O:7][CH2:8][CH3:9]. Reactants: ClCCC(=O)C1=CC2=C(CCC3N(C2)C(C2=CC=CC=C23)=O)C=C1 (3-(3-chloro-1-oxopropyl)-7,11b,12,13-tetrahydro-5H-isoindolo[2,1-b][2]benzazepin-7-one), C(=O)N1CCNCC1 (1-formylpiperazine). Product: C(=O)N1CCN(CC1)CCC(=O)C1=CC2=C(CCC3N(C2)C(C2=CC=CC=C23)=O)C=C1 (3-[3-(4-formyl-1-piperazinyl)-1-oxopropyl]-7,11b,12,13-tetrahydro-5H-isoindolo[2,1-b][2]benzazepin-7-one). Isolated yield 84.9%. Reaction SMILES: Cl[CH2:2][CH2:3][C:4]([C:6]1[CH:24]=[CH:23][C:9]2[CH2:10][CH2:11][CH:12]3[C:21]4[C:16](=[CH:17][CH:18]=[CH:19][CH:20]=4)[C:15](=[O:22])[N:13]3[CH2:14][C:8]=2[CH:7]=1)=[O:5].[CH:25]([N:27]1[CH2:32][CH2:31][NH:30][CH2:29][CH2:28]1)=[O:26]>>[CH:25]([N:27]1[CH2:32][CH2:31][N:30]([CH2:2][CH2:3][C:4]([C:6]2[CH:24]=[CH:23][C:9]3[CH2:10][CH2:11][CH:12]4[C:21]5[C:16](=[CH:17][CH:18]=[CH:19][CH:20]=5)[C:15](=[O:22])[N:13]4[CH2:14][C:8]=3[CH:7]=2)=[O:5])[CH2:29][CH2:28]1)=[O:26]. Reported procedure: Using 3.45 g of 3-(3-chloro-1-oxopropyl)-7,11b,12,13-tetrahydro-5H-isoindolo[2,1-b][2]benzazepin-7-one, corresponding to Reference Example 5 Compound No. 1, and 1.4 g of 1-formylpiperazine, the procedure of Example 1 was otherwise repeated to provide about 3.6 g of 3-[3-(4-formyl-1-piperazinyl)-1-oxopropyl]-7,11b,12,13-tetrahydro-5H-isoindolo[2,1-b][2]benzazepin-7-one as a crude oil. This oil was not further purified but directly dissolved in 50 ml of methanol and the solution was refluxed with ... The reactants are CC(C)(C)OC(=O)NC(Cc1ccccc1)c1ncc(Br)[nH]1, COc1ccccc1, O=C(O)C(F)(F)F. Product: NC(Cc1ccccc1)c1ncc(Br)[nH]1. As a reaction SMILES: [C:1]([O:2][C:3](=[O:4])[NH:7][CH:8]([CH2:9][c:10]1[cH:11][cH:12][cH:13][cH:14][cH:15]1)[c:16]1[nH:17][c:18]([Br:21])[cH:19][n:20]1)([CH3:5])([CH3:6])[CH3:22].[CH3:30][O:31][c:32]1[cH:33][cH:34][cH:35][cH:36][cH:37]1.[F:23][C:24]([F:25])([F:26])[C:27]([OH:28])=[O:29]>>[NH2:7][CH:8]([CH2:9][c:10]1[cH:11][cH:12][cH:13][cH:14][cH:15]1)[c:16]1[nH:17][c:18]([Br:21])[cH:19][n:20]1. Starting materials: C(C)[C@H]1C(O[C@@H](C1)[C@](CC(CCOCC1=CC=CC=C1)(C)C)(OC(C)(C)C)N=C=O)=O (3(R)-ethyl-5(S)-[5-benzyloxy-1(S)-tert-butoxy- carbonylamino-3,3-dimethyl-pentyl]-2-oxo-tetrahydrofuran), C(CCC)NC([C@@H](C[C@@H]([C@H](CC(CC(=O)N1CC(CC2=CC=CC=C12)COCC=C)(C)C)NC(=O)OC(C)(C)C)O)C)=O (5(S)-tert-butoxycarbonylamino-4(S)-hydroxy-2(R),7,7-trimethyl-8-[3(R,S)-allyloxymethyl-1,2,3,4-tetrahydroquinolin-1-ylcarbonyl]-octanoic acid (N-butyl)amide), 74c, C(CCC)NC([C@@H](C[C@@H]([C@H](CC(CC(=O)N1CC(CC2=CC=CC=C12)COCC=C)(C)C)NC(=O)OC(C)(C)C)O)C)=O (5(S)-tert-butoxycarbonylamino-4(S)-hydroxy-2(R),7,7-trimethyl-8-[3(R,S)-allyloxymethyl-1,2,3,4-tetrahydroquinolin-1-ylcarbonyl]-octanoic acid (N-butyl)amide), C(CCC)NC([C@@H](C[C@H]1[C@@H](N(C(O1)(C)C)C(=O)OC(C)(C)C)CC(CCOCC1=CC=CC=C1)(C)C)CC)=O (3-[N-tert-butoxycarbonyl-4(S)-(4-benzyloxy-2,2-dimethylbutyl)-2,2-dimethyl-1,3-oxazolidin-5(S)-yl]-2(R)-ethyl-propionic acid (N-butyl)amide), C(CCC)NC([C@@H](C[C@@H]([C@H](CC(CC(=O)N1CC(CC2=CC=CC=C12)NC(=O)C1CC1)(C)C)NC(=O)OC(C)(C)C)O)C)=O (5(S)-tert-butoxycarbonylamino-4(S)-hydroxy-2(R),7,7-trimethyl-8-[3(R,S)-cyclopropylcarbonylamino-1,2,3,4-tetrahydroquinolin-1-ylcarbonyl]-octanoic acid (N-butyl)amide). Yields the product C(CCC)NC([C@@H](C[C@H]1[C@@H](N(C(O1)(C)C)C(=O)OC(C)(C)C)CC(CC(=O)O)(C)C)CC)=O (3-[N-Tert-butoxycarbonyl-4(S)-(3-carboxy-2,2-dimethylpropyl)-2,2-dimethyl-1,3-oxazolidin-5(S)-yl]-2(R)-ethyl-propionic acid (N-butyl)amide). RXN SMILES: C([C@@H]1C[C@@H]([C@@](N=C=O)(OC(C)(C)C)CC(C)(C)CCOCC2C=CC=CC=2)[O:5]C1=O)C.C(NC(=O)[C@H](C)C[C@H](O)[C@@H](NC(OC(C)(C)C)=O)CC(C)(C)CC(N1C2C(=CC=CC=2)CC(COCC=C)C1)=O)CCC.[CH2:75]([NH:79][C:80](=[O:113])[C@H:81]([CH2:111][CH3:112])[CH2:82][C@@H:83]1[O:87][C:86]([CH3:89])([CH3:88])[N:85]([C:90]([O:92][C:93]([CH3:96])([CH3:95])[CH3:94])=[O:91])[C@H:84]1[CH2:97][C:98]([CH3:110])([CH3:109])[CH2:99][CH2:100][O:101]CC1C=CC=CC=1)[CH2:76][CH2:77][CH3:78].C(NC(=O)[C@H](C)C[C@H](O)[C@@H](NC(OC(C)(C)C)=O)CC(C)(C)CC(N1C2C(=CC=CC=2)CC(NC(C2CC2)=O)C1)=O)CCC>>[CH2:75]([NH:79][C:80](=[O:113])[C@H:81]([CH2:111][CH3:112])[CH2:82][C@@H:83]1[O:87][C:86]([CH3:89])([CH3:88])[N:85]([C:90]([O:92][C:93]([CH3:94])([CH3:95])[CH3:96])=[O:91])[C@H:84]1[CH2:97][C:98]([CH3:109])([CH3:110])[CH2:99][C:100]([OH:101])=[O:5])[CH2:76][CH2:77][CH3:78]. Reported procedure: Starting from 200 mg of 3(R)-ethyl-5(S)-[5-benzyloxy-1(S)-tert-butoxy- carbonylamino-3,3-dimethyl-pentyl]-2-oxo-tetrahydrofuran via 2(R)-ethyl-9-benzyloxy-5(S)-tert-butoxycarbonylamino-4(S)-hydroxy-7,7-dimethyl-nonanoic acid (N-butyl)amide (Rf (A)=0.28; FAB-MS: (M+H)+ =507), 3-[N-tert-butoxycarbonyl-4(S)-(4-benzyloxy-2,2-dimethylbutyl)-2,2-dimethyl-1,3-oxazolidin-5(S)-yl]-2(R)-ethyl-propionic acid (N-butyl)amide (Rf (B)=0.46; FAB-MS: (M+H)+ =547) and 3-[N-tert-butoxycarbonyl-4(S)-(2,2-dimethyl-4... Reactants: C(Cl)(Cl)Cl (chloroform), [OH-].[Na+] (sodium hydroxide), methyl ester, C(C)(=O)SCC(C(=O)NCCCCCCCC(=O)OC)CC1=CC=CC=C1 ((±)-8-[[2-[(Acetylthio)methyl]-1-oxo-3-phenylpropyl]amino]octanoic acid, methyl ester), [OH-].[Na+] (Sodium hydroxide). The solvent is CO (methanol). Conditions: time 10 minute. Product: SCC(C(=O)NCCCCCCCC(=O)O)CC1=CC=CC=C1 ((±)-8-[[2-(mercaptomethyl)-1-oxo-3-phenylpropyl]amino]octanoic acid). The yield is 75.8%. Reaction SMILES: C([S:4][CH2:5][CH:6]([CH2:21][C:22]1[CH:27]=[CH:26][CH:25]=[CH:24][CH:23]=1)[C:7]([NH:9][CH2:10][CH2:11][CH2:12][CH2:13][CH2:14][CH2:15][CH2:16][C:17]([O:19]C)=[O:18])=[O:8])(=O)C.[OH-].[Na+].C(Cl)(Cl)Cl>CO>[SH:4][CH2:5][CH:6]([CH2:21][C:22]1[CH:23]=[CH:24][CH:25]=[CH:26][CH:27]=1)[C:7]([NH:9][CH2:10][CH2:11][CH2:12][CH2:13][CH2:14][CH2:15][CH2:16][C:17]([OH:19])=[O:18])=[O:8] |f:1.2|. Procedure details: The methyl ester product from part (b) (1.69 g., 4.3 mmole) is dissolved in methanol (13 ml.) and chilled in an ice bath under nitrogen. 1N Sodium hydroxide (13 ml., about 3 eq.) is added dropwise over 10 minutes to this solution. The mixture is stirred at 0° for 10 minutes and then allowed to warm to room temperature and stirred for 4 hours. This solution is then flushed with argon and stored under refrigeration overnight. (A white precipitate forms after stirring for about 3.5 hours.) Methanol... Starting materials: [BH3-]C#N, CC(=O)O, CO, O=C(Nc1ccc(Cl)cn1)c1cc(Cl)ccc1NCC1CCNCC1, CC(=O)CC(F)(F)F, [Na+]. Yields the product CC(CC(F)(F)F)N1CCC(CNc2ccc(Cl)cc2C(=O)Nc2ccc(Cl)cn2)CC1. Reaction SMILES: [C:34]([BH3-:35])#[N:36].[C:38]([OH:39])(=[O:40])[CH3:41].[CH3:42][OH:43].[Cl:1][c:2]1[cH:3][cH:4][c:5]([NH:18][CH2:19][CH:20]2[CH2:21][CH2:22][NH:23][CH2:24][CH2:25]2)[c:6]([C:7](=[O:8])[NH:9][c:10]2[n:11][cH:12][c:13]([Cl:16])[cH:14][cH:15]2)[cH:17]1.[F:26][C:27]([CH2:28][C:29]([CH3:30])=[O:31])([F:32])[F:33].[Na+:37]>>[Cl:1][c:2]1[cH:3][cH:4][c:5]([NH:18][CH2:19][CH:20]2[CH2:21][CH2:22][N:23]([CH:29]([CH2:28][C:27]([F:26])([F:32])[F:33])[CH3:30])[CH2:24][CH2:25]2)[c:6]([C:7](=[O:8])[NH:9][c:10]2[n:11][cH:12][c:13]([Cl:16])[cH:14][cH:15]2)[cH:17]1.